Dataset: the Open Reaction Database (ORD), a public repository of structured organic reaction records. Task: describe an organic reaction: reactants, conditions, products, and yield The reactants are CC(=O)C.C(C)OCC (acetone diethyl ether), [H][H] (hydrogen), C(=O)(OC)COC1=CC=C(C=C1)CC(C)=O (1-(4-Carbomethoxymethoxyphenyl)propan-2-one), OCCOC(CN)C1=CC(=CC=C1)Cl (2-(2-hydroxyethoxy)-2-(3-chlorophenyl)ethanamine). Reagents/catalysts: [Pt] (platinum). Run in CO (methanol). Yields the product Cl (hydrogen chloride), Cl.C(=O)(OC)COC1=CC=C(C=C1)CC(C)NCC(C1=CC(=CC=C1)Cl)OCCO (N-[2-(4-Carbomethoxymethoxyphenyl)-1-methylethyl]-2-(2-hyroxyethoxy)-2-(3-chlorophenyl)ethanamine hydrochloride). RXN SMILES: [C:1]([CH2:5][O:6][C:7]1[CH:12]=[CH:11][C:10]([CH2:13][C:14](=O)[CH3:15])=[CH:9][CH:8]=1)([O:3][CH3:4])=[O:2].[OH:17][CH2:18][CH2:19][O:20][CH:21]([C:24]1[CH:29]=[CH:28][CH:27]=[C:26]([Cl:30])[CH:25]=1)[CH2:22][NH2:23].[H][H].CC(C)=O.C(OCC)C>CO.[Pt]>[ClH:30].[ClH:30].[C:1]([CH2:5][O:6][C:7]1[CH:12]=[CH:11][C:10]([CH2:13][CH:14]([NH:23][CH2:22][CH:21]([O:20][CH2:19][CH2:18][OH:17])[C:24]2[CH:29]=[CH:28][CH:27]=[C:26]([Cl:30])[CH:25]=2)[CH3:15])=[CH:9][CH:8]=1)([O:3][CH3:4])=[O:2] |f:3.4,8.9|. Reported procedure: 1-(4-Carbomethoxymethoxyphenyl)propan-2-one (4.4 g) and 2-(2-hydroxyethoxy)-2-(3-chlorophenyl)ethanamine (4.3 g) in methanol (100 ml) was hydrogenated in the presence of platinum (from platinum oxide, 50 mg) until hydrogen uptake ceased. The solution was filtered through diatomaceous earth, and the solvent removed under vacuum. Chromatography over silica gel in 2.5% methanol in dichloromethane gave an oil. Treatment of this oil with an ethereal solution of hydrogen chloride gave the title compou...